Dataset: the Open Reaction Database (ORD), a public repository of structured organic reaction records. Task: describe an organic reaction: reactants, conditions, products, and yield The reactants are CC(=O)O[BH-](OC(C)=O)OC(C)=O, Cn1c(C(=O)N2CCNCC2)cc2cc(Oc3ccc([N+](=O)[O-])cn3)ccc21, CC(=O)O, O=Cc1ccccc1, ClCCCl, [Na+]. The product is Cn1c(C(=O)N2CCN(Cc3ccccc3)CC2)cc2cc(Oc3ccc([N+](=O)[O-])cn3)ccc21. Reaction SMILES: [C:37]([O:38][BH-:39]([O:40][C:41](=[O:42])[CH3:43])[O:44][C:45](=[O:46])[CH3:47])(=[O:48])[CH3:49].[CH3:1][n:2]1[c:3]([C:21](=[O:22])[N:23]2[CH2:24][CH2:25][NH:26][CH2:27][CH2:28]2)[cH:4][c:5]2[cH:6][c:7]([O:11][c:12]3[n:13][cH:14][c:15]([N+:18](=[O:19])[O-:20])[cH:16][cH:17]3)[cH:8][cH:9][c:10]12.[CH3:51][C:52](=[O:53])[OH:54].[CH:29](=[O:30])[c:31]1[cH:32][cH:33][cH:34][cH:35][cH:36]1.[Cl:55][CH2:56][CH2:57][Cl:58].[Na+:50]>>[CH3:1][n:2]1[c:3]([C:21](=[O:22])[N:23]2[CH2:24][CH2:25][N:26]([CH2:29][c:31]3[cH:32][cH:33][cH:34][cH:35][cH:36]3)[CH2:27][CH2:28]2)[cH:4][c:5]2[cH:6][c:7]([O:11][c:12]3[n:13][cH:14][c:15]([N+:18](=[O:19])[O-:20])[cH:16][cH:17]3)[cH:8][cH:9][c:10]12. Starting materials: BrC=1C=CC2=C(C=C(CCCCN2)C(=O)OC)C1 (methyl 9-bromo-2,3,4,5-tetrahydro-1H-1-benzoazonin-6-carboxylate), C(CC)=O (propion aldehyde), triacetoxy sodium borohydride, O (Water). The solvent is ClCCCl (1,2-dichloroethane). Conditions: time 8 hour. Product: BrC=1C=CC2=C(C=C(CCCCN2CCC)C(=O)OC)C1 (methyl 9-bromo-1-propyl-2,3,4,5-tetrahydro-1H-1-benzoazonin-6-carboxylate). Yield: 94.7%. Reaction SMILES: [Br:1][C:2]1[CH:3]=[CH:4][C:5]2[NH:13][CH2:12][CH2:11][CH2:10][CH2:9][C:8]([C:14]([O:16][CH3:17])=[O:15])=[CH:7][C:6]=2[CH:18]=1.[CH:19](=O)[CH2:20][CH3:21].O>ClCCCl>[Br:1][C:2]1[CH:3]=[CH:4][C:5]2[N:13]([CH2:19][CH2:20][CH3:21])[CH2:12][CH2:11][CH2:10][CH2:9][C:8]([C:14]([O:16][CH3:17])=[O:15])=[CH:7][C:6]=2[CH:18]=1. Procedure details: To a solution of methyl 9-bromo-2,3,4,5-tetrahydro-1H-1-benzoazonin-6-carboxylate (2.0 g) in 1,2-dichloroethane (20 ml) were added propion aldehyde (1.87 g) and triacetoxy sodium borohydride (4.11 g) and the mixture was stirred overnight. Water was added and the mixture was extracted with ethyl acetate, after which it was washed with aqueous saturated sodium bicarbonate solution and saturated brine, and dried with magnesium sulfate. The solvent was distilled off under reduced pressure, and the r... Run at temperature 80 celsius, time 30 minute. The product is C(C)(C)(C)OC(C=CC1=C(C=C(C=C1)O)C=O)=O (3-(2-Formyl-4-hydroxy-phenyl)-acrylic acid tert-butyl ester). Reaction SMILES: Br[C:2]1[CH:9]=[CH:8][C:7]([OH:10])=[CH:6][C:3]=1[CH:4]=[O:5].C1(C)C=CC=CC=1P(C1C=CC=CC=1C)C1C=CC=CC=1C.C(N(C(C)C)CC)(C)C.[C:42]([O:46][C:47](=[O:50])[CH:48]=[CH2:49])([CH3:45])([CH3:44])[CH3:43]>C(#N)CC.C(Cl)Cl.C([O-])(=O)C.[Pd+2].C([O-])(=O)C>[C:42]([O:46][C:47](=[O:50])[CH:48]=[CH:49][C:2]1[CH:9]=[CH:8][C:7]([OH:10])=[CH:6][C:3]=1[CH:4]=[O:5])([CH3:45])([CH3:44])[CH3:43] |f:6.7.8|. The yield is 80.4%. Solvent: hexanes, C(CC)#N (propionitrile), C(Cl)Cl (CH2Cl2). Procedure: To a solution of 2-bromo-5-hydroxybenzaldehyde (200 g, 1.0 mole) in propionitrile (6 L) under N2 was added tri-o-tolyl phosphine (75.4 g, 0.25 mol) and diisopropylethylamine (350 mL, 260 g, 2.0 mol). The solution was degassed and purged with N2 three times. To this solution was added tert-butylacrylate (440 mL, 385 g, 3.0 mol) and palladium acetate trimer (27.8 g, 0.12 mol). The mixture was degassed three times and heated to 80° C. over 30 min. After 30 min, the reaction was cooled to ambient te... The reactants are BrC1=C(C=O)C=C(C=C1)O (2-bromo-5-hydroxybenzaldehyde), C1(=C(C=CC=C1)P(C1=C(C=CC=C1)C)C1=C(C=CC=C1)C)C (tri-o-tolyl phosphine), C(C)(C)N(CC)C(C)C (diisopropylethylamine), crude product, C(C)(C)(C)OC(C=C)=O (tert-butylacrylate). The reagents and catalysts are C(C)(=O)[O-].[Pd+2].C(C)(=O)[O-] (palladium acetate). The reactants are CCN=C=NCCCN(C)C (WSC), C(C1=CC=CC=C1)OC(=O)N1CCC(CC1)N1C(N(CCC1)CC(=O)O)=O ([3-{1-[(benzyloxy)carbonyl]piperidin-4-yl}-2-oxotetrahydropyrimidin-1(2H)-yl]acetic acid), CN (methylamine), C=1C=CC2=C(C1)N=NN2O (HOBt). Run in C1CCOC1 (THF), C1CCOC1.ClCCl (THF dichloromethane). Run at time 8 hour. Yields the product CC(=O)CN1C(N(CCC1)C1CCN(CC1)C(=O)OCC1=CC=CC=C1)=O (Benzyl 4-[3-(methylcarbonylmethyl)-2-oxotetrahydropyrimidin-1(2H)-yl]piperidin-1-carboxylate). Isolated yield 100.5%. As a reaction SMILES: [CH3:1]CN=C=NCCCN(C)C.[CH2:12]([O:19][C:20]([N:22]1[CH2:27][CH2:26][CH:25]([N:28]2[CH2:33][CH2:32][CH2:31][N:30]([CH2:34][C:35](O)=[O:36])[C:29]2=[O:38])[CH2:24][CH2:23]1)=[O:21])[C:13]1[CH:18]=[CH:17][CH:16]=[CH:15][CH:14]=1.CN.C1C=CC2N(O)N=NC=2C=1>C1COCC1.C1COCC1.ClCCl>[CH3:1][C:35]([CH2:34][N:30]1[CH2:31][CH2:32][CH2:33][N:28]([CH:25]2[CH2:24][CH2:23][N:22]([C:20]([O:19][CH2:12][C:13]3[CH:18]=[CH:17][CH:16]=[CH:15][CH:14]=3)=[O:21])[CH2:27][CH2:26]2)[C:29]1=[O:38])=[O:36] |f:5.6|. Reported procedure: WSC (0.39 g) was added to a solution of [3-{1-[(benzyloxy)carbonyl]piperidin-4-yl}-2-oxotetrahydropyrimidin-1(2H)-yl]acetic acid (0.70 g) obtained in Example 36a), a solution of methylamine in THF (1.85 mL) and HOBt (0.31 g) in THF/dichloromethane (1/1, 30 mL) and the mixture was stirred at room temperature overnight. The solvent were distilled off under reduced pressure, and the residue was diluted with ethyl acetate. The mixture was washed with an aqueous saturated sodium bicarbonate solution ... The reactants are 2-L, Cl (HCl), BrC=1C(=C(C=CC1)N[C@H](C(=O)OCC)C)[N+](=O)[O-] ((S)-ethyl 2-((3-bromo-2-nitrophenyl)amino)-propanoate), CCO (EtOH), CCOC(=O)C (EtOAc). The reagents and catalysts are [Fe] (iron). Solvent: [Cl-].[Na+].O (brine). Reaction conditions: temperature 2.5 celsius, time 1 hour. Product: BrC=1C=CC=C2N[C@H](C(NC12)=O)C ((S)-8-bromo-3-methyl-3,4-dihydroquinoxalin-2(1H)-one). Yield: 105.0%. Reaction SMILES: [Br:1][C:2]1[C:3]([N+:16]([O-])=O)=[C:4]([NH:8][C@@H:9]([CH3:15])[C:10](OCC)=[O:11])[CH:5]=[CH:6][CH:7]=1.CCO.Cl.CCOC(C)=O>[Cl-].[Na+].O.[Fe]>[Br:1][C:2]1[CH:7]=[CH:6][CH:5]=[C:4]2[C:3]=1[NH:16][C:10](=[O:11])[C@H:9]([CH3:15])[NH:8]2 |f:4.5.6|. Procedure: To a 2-L, 3-necked round-bottomed flask equipped with a mechanical stirrer, nitrogen gas inlet, and temperature probe was sequentially added (S)-ethyl 2-((3-bromo-2-nitrophenyl)amino)-propanoate (50 g, 158 mmol), EtOH (750 mL), and iron powder (325 mesh, Aldrich; 39.6 g, 709 mmol). The resulting slurry was cooled to 0-5° C. on an ice water bath, and HCl (6.0 N, aq.; 342 mL, 2050 mmol) was added, dropwise, such that the internal reaction temperature did not exceed 5° C. After 1 h, brine (500 mL) ... The reactants are BrC1=C(C2=C(C=NN(C2=O)COCC[Si](C)(C)C)N1COCC[Si](C)(C)C)C (2-bromo-3-methyl-1,5-bis(2-trimethylsilylethoxymethyl)-1,5-dihydropyrrolo[2,3-d]pyridazin-4-one), C1(CC1)OC=1C=C(C=CC1OC(F)F)B1OC(C(O1)(C)C)(C)C (2-(3-cyclopropoxy-4-difluoromethoxyphenyl)-4,4,5,5-tetramethyl-[1,3,2]dioxaborolane), C1(=CC=CC=C1)C (toluene), P(=O)([O-])([O-])[O-].[K+].[K+].[K+] (potassium phosphate). The reagents and catalysts are C(C)(=O)[O-].[Pd+2].C(C)(=O)[O-] (palladium acetate), C(CCC)P(C12CC3CC(CC(C1)C3)C2)C23CC1CC(CC(C2)C1)C3 (butyl-di-1-adamantylphosphine). Solvent: O (water). Yields the product C1(CC1)OC=1C=C(C=CC1OC(F)F)C1=C(C2=C(C=NN(C2=O)COCC[Si](C)(C)C)N1COCC[Si](C)(C)C)C (2-(3-Cyclopropoxy-4-difluoromethoxyphenyl)-3-methyl-1,5-bis(2-trimethylsilylethoxymethyl)-1,5-dihydropyrrolo-[2,3-d]pyridazin-4-one). Yield: 84.5%. Reaction SMILES: Br[C:2]1[N:19]([CH2:20][O:21][CH2:22][CH2:23][Si:24]([CH3:27])([CH3:26])[CH3:25])[C:5]2[CH:6]=[N:7][N:8]([CH2:11][O:12][CH2:13][CH2:14][Si:15]([CH3:18])([CH3:17])[CH3:16])[C:9](=[O:10])[C:4]=2[C:3]=1[CH3:28].[CH:29]1([O:32][C:33]2[CH:34]=[C:35](B3OC(C)(C)C(C)(C)O3)[CH:36]=[CH:37][C:38]=2[O:39][CH:40]([F:42])[F:41])[CH2:31][CH2:30]1.C1(C)C=CC=CC=1.P([O-])([O-])([O-])=O.[K+].[K+].[K+]>C([O-])(=O)C.[Pd+2].C([O-])(=O)C.C(P(C12CC3CC(CC(C3)C1)C2)C12CC3CC(CC(C3)C1)C2)CCC.O>[CH:29]1([O:32][C:33]2[CH:34]=[C:35]([C:2]3[N:19]([CH2:20][O:21][CH2:22][CH2:23][Si:24]([CH3:27])([CH3:26])[CH3:25])[C:5]4[CH:6]=[N:7][N:8]([CH2:11][O:12][CH2:13][CH2:14][Si:15]([CH3:18])([CH3:16])[CH3:17])[C:9](=[O:10])[C:4]=4[C:3]=3[CH3:28])[CH:36]=[CH:37][C:38]=2[O:39][CH:40]([F:41])[F:42])[CH2:30][CH2:31]1 |f:3.4.5.6,7.8.9|. Procedure: To a mixture of 1.46 g (3.00 mmol) of 2-bromo-3-methyl-1,5-bis(2-trimethylsilylethoxymethyl)-1,5-dihydropyrrolo[2,3-d]pyridazin-4-one obtained in the following Reference example 18-(d) and 1.47 g (4.50 mmol) of 2-(3-cyclopropoxy-4-difluoromethoxyphenyl)-4,4,5,5-tetramethyl-[1,3,2]dioxaborolane obtained in the following Reference example 1-(a) were added 7 mg of palladium acetate, 22 mg of butyl-di-1-adamantylphosphine, 20 ml of toluene, 2.59 g of potassium phosphate and 1.2 ml of water, and the ... Reactants: C1=CC=CC=2NC3=C(NC(C21)=O)C=CC=C3 (5,10-dihydro-11H-dibenzo[b,e][1,4]diazepin-11-one), C(C)(C)OC(C)C.CO (diisopropylether methanol), CC=1C=NC=CC1C(=O)N1C2=C(NC(C3=C1C=CC=C3)=O)C=CC=C2 (5,10-dihydro-5[(3-methyl-4-pyridinyl)carbonyl]-11H-dibenzo[b,e][1,4]-diazepin-11-one), CC1=C(C(=O)Cl)C=CN=C1 (3-methylisonicotinic acid chloride), C1=CC=CC=2N=C3C(=NC(C21)=O)C=CC=C3 (11H-dibenzo[b,e][1,4]diazepin-11-one). Yields the product CN1CC=C(C(C1)C)C(=O)N1C2=C(NC(C3=C1C=CC=C3)=O)C=CC=C2 (5,10-dihydro-5-[(1,5-dimethyl-1,2,5,6-tetrahydro-4-pyridinyl)-carbonyl]-11H-dibenzo[b,e][1,4]diazepin-11-one). Reaction SMILES: [CH:1]1C2C(=O)NC3C=CC=CC=3NC=2C=CC=1.CC1C=NC=CC=1C(Cl)=O.C1C2C(=O)N=C3C=CC=CC3=NC=2C=CC=1.C(OC(C)C)(C)C.CO.[CH3:52][C:53]1[CH:54]=[N:55][CH:56]=[CH:57][C:58]=1[C:59]([N:61]1[C:67]2[CH:68]=[CH:69][CH:70]=[CH:71][C:66]=2[C:65](=[O:72])[NH:64][C:63]2[CH:73]=[CH:74][CH:75]=[CH:76][C:62]1=2)=[O:60]>>[CH3:1][N:55]1[CH2:54][CH:53]([CH3:52])[C:58]([C:59]([N:61]2[C:67]3[CH:68]=[CH:69][CH:70]=[CH:71][C:66]=3[C:65](=[O:72])[NH:64][C:63]3[CH:73]=[CH:74][CH:75]=[CH:76][C:62]2=3)=[O:60])=[CH:57][CH2:56]1 |f:3.4|. Reported procedure: By reacting 5,10-dihydro-11H-dibenzo[b,e][1,4]diazepin-11-one with 3-methylisonicotinic acid chloride (m.p. 155°-156° C.) via 5,10-dihydro-5-[3-methyl-4-pyridinyl)carbonyl]-11H-dibenzo[b,e][1,4]diazepin-11-one, m.p. 223°-224° C. (diisopropylether/methanol) and 5,10-dihydro-5[(3-methyl-4-pyridinyl)carbonyl]-11H-dibenzo[b,e][1,4]-diazepin-11-one methoiodide; Reactants: COCCOC, CCOC(=O)CCc1ccc(OS(=O)(=O)C(F)(F)F)c(OCCCOC)c1, CCO, O=Cc1ccc(B(O)O)cc1, [Cs+], [F-]. Product: CCOC(=O)CCc1ccc(-c2ccc(C=O)cc2)c(OCCCOC)c1. Reaction SMILES: [CH2:41]([CH2:42][O:43][CH3:44])[O:45][CH3:46].[CH3:1][O:2][CH2:3][CH2:4][CH2:5][O:6][c:7]1[cH:8][c:9]([CH2:21][CH2:22][C:23](=[O:24])[O:25][CH2:26][CH3:27])[cH:10][cH:11][c:12]1[O:13][S:14]([C:15]([F:16])([F:17])[F:18])(=[O:19])=[O:20].[CH3:47][CH2:48][OH:49].[CH:28](=[O:29])[c:30]1[cH:31][cH:32][c:33]([B:36]([OH:37])[OH:38])[cH:34][cH:35]1.[Cs+:40].[F-:39]>>[CH3:1][O:2][CH2:3][CH2:4][CH2:5][O:6][c:7]1[cH:8][c:9]([CH2:21][CH2:22][C:23](=[O:24])[O:25][CH2:26][CH3:27])[cH:10][cH:11][c:12]1-[c:33]1[cH:32][cH:31][c:30]([CH:28]=[O:29])[cH:35][cH:34]1.